describe an organic reaction: reactants, conditions, products, and yield From a dataset of the Open Reaction Database (ORD), a public repository of structured organic reaction records. Starting materials: C1(=CC=CC=C1)B(O)O (Phenylboronic acid), PdCl2(Ph3P)2, BrC=1C=NC=C(C1)Br (3,5-dibromopyridine). Solvent: COCCOC (DME), C(=O)([O-])[O-].[Na+].[Na+] (Na2CO3). Run at temperature 100 celsius. Product: BrC=1C=NC=C(C1)C1=CC=CC=C1 (3-Bromo-5-phenyl-pyridine). Reaction SMILES: [C:1]1(B(O)O)[CH:6]=[CH:5][CH:4]=[CH:3][CH:2]=1.[Br:10][C:11]1[CH:12]=[N:13][CH:14]=[C:15](Br)[CH:16]=1>COCCOC.C([O-])([O-])=O.[Na+].[Na+]>[Br:10][C:11]1[CH:12]=[N:13][CH:14]=[C:15]([C:1]2[CH:6]=[CH:5][CH:4]=[CH:3][CH:2]=2)[CH:16]=1 |f:3.4.5|. Procedure: Phenylboronic acid (0.618 g, 5.065 mmol) is stirred in a mixture of DME (20 ml) and 2M Na2CO3 for 20 minutes. 3,5-dibromopyridine (1.0 g, 4.221 mmol) is added followed by PdCl2(Ph3P)2 (0.296 g, 0.4221 mmol) and the mixture is heated to 100° C. overnight. The DME layer is removed and is diluted with EtOAc, washing with 5M HCl (2×20 ml) then back extracted with EtOAc (70 ml). The acidic aqueous phase is basified with 6M NaOH (50 ml) and extracted with DCM (3×100 ml). The combined organic extracts ...